From a dataset of the Open Reaction Database (ORD), a public repository of structured organic reaction records. describe an organic reaction: reactants, conditions, products, and yield Reactants: CC(C)(C)C(=O)Oc2ccc1ccccc1c2 (substrate), c4ccc(B3OB(c1ccccc1)OB(c2ccccc2)O3)cc4 (effective_coupling_partner). Reagents/catalysts: PCy3. Conditions: temperature 110 celsius, time 12 hour. Product: c3ccc(c2ccc1ccccc1c2)cc3. Reactants: C(O)([O-])=O.[Na+] (sodium hydrogencarbonate), O (water), C(C)(=O)OC(C1=CC=CC=C1)OCOC(C)=O (α-acetoxymethoxybenzyl alcohol acetate), C[Si](OC1=NC=C(C(=N1)O[Si](C)(C)C)F)(C)C (2,4-di-(trimethylsilyloxy)-5-fluoropyrimidine), Stannic chloride. Solvent: C(C)#N (acetonitrile). Run at temperature 0 celsius, time 30 minute. The product is C(C)(=O)OCOC(C1=CC=CC=C1)N1C(=O)NC(=O)C(=C1)F (1-(α-acetoxymethoxybenzyl)-5-fluorouracil). The yield is 57.1%. RXN SMILES: C(O[CH:5]([O:12][CH2:13][O:14][C:15](=[O:17])[CH3:16])[C:6]1[CH:11]=[CH:10][CH:9]=[CH:8][CH:7]=1)(=O)C.C[Si](C)(C)[O:20][C:21]1[N:26]=[C:25]([O:27][Si](C)(C)C)[C:24]([F:32])=[CH:23][N:22]=1.C(=O)([O-])O.[Na+].O>C(#N)C>[C:15]([O:14][CH2:13][O:12][CH:5]([N:22]1[CH:23]=[C:24]([F:32])[C:25](=[O:27])[NH:26][C:21]1=[O:20])[C:6]1[CH:7]=[CH:8][CH:9]=[CH:10][CH:11]=1)(=[O:17])[CH3:16] |f:2.3|. Reported procedure: A solution of α-acetoxymethoxybenzyl alcohol acetate (1.43 g; 6 mmoles) prepared in Example I - 1 and 2,4-di-(trimethylsilyloxy)-5-fluoropyrimidine (1.37 g; 5 mmoles) in dry acetonitrile (25 ml) is cooled at 0° C. Stannic chloride (d=2.26; 0.58 ml; 5 mmoles) is added thereto, and the mixture is stirred at 0° C. for 30 minutes, then mixed with sodium hydrogencarbonate (2.52 g; 30 mmoles) and water (2.5 ml), and vigorously stirred at 0° C. The insoluble materials are filtered off and washed with a...